From a dataset of the Open Reaction Database (ORD), a public repository of structured organic reaction records. describe an organic reaction: reactants, conditions, products, and yield Starting materials: C(C)S[C@H]1[C@@H](C(N1)=O)NC(COC1=CC=CC=C1)=O ((3R,4S)-4-ethylthio-3-phenoxyacetamido-2-oxoazetidine), OO (hydrogen peroxide), O (water), OO (hydrogen peroxide). The solvent is CO (methanol). Run at time 4 hour. Product: C(C)S(=O)[C@H]1[C@@H](C(N1)=O)NC(COC1=CC=CC=C1)=O ((3R,4S)-4-ethylsulfinyl-3-phenoxyacetamido-2-oxoazetidine). Reaction SMILES: [CH2:1]([S:3][C@@H:4]1[NH:7][C:6](=[O:8])[C@H:5]1[NH:9][C:10](=[O:19])[CH2:11][O:12][C:13]1[CH:18]=[CH:17][CH:16]=[CH:15][CH:14]=1)[CH3:2].[OH:20]O.O>CO>[CH2:1]([S:3]([C@@H:4]1[NH:7][C:6](=[O:8])[C@H:5]1[NH:9][C:10](=[O:19])[CH2:11][O:12][C:13]1[CH:18]=[CH:17][CH:16]=[CH:15][CH:14]=1)=[O:20])[CH3:2]. Reported procedure: To a solution of 0.224 g of (3R,4S)-4-ethylthio-3-phenoxyacetamido-2-oxoazetidine in 3 ml of methanol is added 0.16 ml of 30% aqueous hydrogen peroxide and the mixture is stirred at room temperature for 4 hours. Then, 0.1 ml of 30% aqueous hydrogen peroxide is added, and the mixture is further stirred for 4 hours, followed by addition of 10 ml of water. Extraction is carried out with ethyl acetate. The organic layer is washed with water, dried over magnesium sulfate and concentrated under reduce... Reactants: FC(C1=NC2=C(C=CC=C2C(=N1)O)C(F)(F)F)(C1=NC=C(C=C1)F)F (2-(difluoro(5-fluoropyridin-2-yl)methyl)-8-(trifluoromethyl)quinazolin-4-ol), P(=O)(Br)(Br)Br (phosphoryl tribromide), CCN(C(C)C)C(C)C (DIEA), CC1=CC(=NN1)N (5-methyl-1H-pyrazol-3-amine). The solvent is C1(=CC=CC=C1)C (toluene), CN(C)C=O (DMF). Conditions: temperature 105 celsius, time 1.5 hour. Yields the product FC(C1=NC2=C(C=CC=C2C(=N1)NC1=NNC(=C1)C)C(F)(F)F)(C1=NC=C(C=C1)F)F (2-(difluoro(5-fluoropyridin-2-yl)methyl)-N-(5-methyl-1H-pyrazol-3-yl)-8-(trifluoromethyl)quinazolin-4-amine). The yield is 20.1%. Reaction SMILES: [F:1][C:2]([F:25])([C:18]1[CH:23]=[CH:22][C:21]([F:24])=[CH:20][N:19]=1)[C:3]1[N:12]=[C:11](O)[C:10]2[C:5](=[C:6]([C:14]([F:17])([F:16])[F:15])[CH:7]=[CH:8][CH:9]=2)[N:4]=1.P(Br)(Br)(Br)=O.CCN(C(C)C)C(C)C.[CH3:40][C:41]1[NH:45][N:44]=[C:43]([NH2:46])[CH:42]=1>CN(C=O)C.C1(C)C=CC=CC=1>[F:1][C:2]([F:25])([C:18]1[CH:23]=[CH:22][C:21]([F:24])=[CH:20][N:19]=1)[C:3]1[N:12]=[C:11]([NH:46][C:43]2[CH:42]=[C:41]([CH3:40])[NH:45][N:44]=2)[C:10]2[C:5](=[C:6]([C:14]([F:17])([F:16])[F:15])[CH:7]=[CH:8][CH:9]=2)[N:4]=1. Procedure details: To 2-(difluoro(5-fluoropyridin-2-yl)methyl)-8-(trifluoromethyl)quinazolin-4-ol (121 mg, 0.34 mmol) were added phosphoryl tribromide (890 mg) and toluene (1 mL) followed by DIEA (0.117 mL, 0.67 mmol). The mixture was heated at 105° C. for 1 h. The mixture was cooled and partitioned between EtOAc and saturated aq sodium bicarbonate. The organic layer was dried over sodium sulfate and concentrated under reduced pressure. To the residue was added a solution of 5-methyl-1H-pyrazol-3-amine (150 mg, 1.... Reactants: O=C(CBr)C12CC3CC(CC(C3)C1)C2, O=C([O-])[O-], CC(C)=O, Sc1ccc(Cl)c(Cl)c1, [K+], [K+]. The product is O=C(CSc1ccc(Cl)c(Cl)c1)C12CC3CC(CC(C3)C1)C2. Reaction SMILES: [Br:1][CH2:2][C:3](=[O:4])[C:5]12[CH2:6][CH:7]3[CH2:8][CH:9]([CH2:10][CH:11]([CH2:12]1)[CH2:13]3)[CH2:14]2.[C:24](=[O:25])([O-:26])[O-:27].[CH3:30][C:31](=[O:32])[CH3:33].[Cl:15][c:16]1[cH:17][c:18]([SH:23])[cH:19][cH:20][c:21]1[Cl:22].[K+:28].[K+:29]>>[CH2:2]([C:3](=[O:4])[C:5]12[CH2:6][CH:7]3[CH2:8][CH:9]([CH2:10][CH:11]([CH2:12]1)[CH2:13]3)[CH2:14]2)[S:23][c:18]1[cH:17][c:16]([Cl:15])[c:21]([Cl:22])[cH:20][cH:19]1. As a reaction SMILES: [CH2:1]([CH:4]([C@@H:6]([C@H:8]([C@@H:10]([C@@H:12]([CH2:14][OH:15])[OH:13])[OH:11])[OH:9])[OH:7])[OH:5])[CH:2]=[CH2:3].[H][H]>C(O)C.[Pt]>[CH2:1]([CH:4]([C@@H:6]([C@H:8]([C@@H:10]([C@@H:12]([CH2:14][OH:15])[OH:13])[OH:11])[OH:9])[OH:7])[OH:5])[CH2:2][CH3:3]. The reagents and catalysts are [Pt] (platinum). The product is C(CC)C(O)[C@H](O)[C@@H](O)[C@H](O)[C@H](O)CO (1-Propyl Sorbitol). The solvent is C(C)O (ethanol). Reported procedure: 30 g (0.135 mol) of 1-allyl sorbitol syrup (produced as in example 1) was dissolved in 300 ml ethanol. 1.0 g of platinum (5% weight on activated carbon) was added and the mixture was hydrogenated at room temperature with hydrogen pressure at 60 psi. The reaction was stopped until no hydrogen pressure drop was observed. The solid was filtered. The allyl group of the solution was completely converted to propyl group based on NMR. Reactants: [H][H] (hydrogen), C(C=C)C(O)[C@H](O)[C@@H](O)[C@H](O)[C@H](O)CO (1-Allyl Sorbitol), [H][H] (hydrogen).